This data is from the Open Reaction Database (ORD), a public repository of structured organic reaction records. The task is: describe an organic reaction: reactants, conditions, products, and yield Reactants: C(C1=CC=CC=C1)OCCN1C2=C(C3=C([C@@H](C1=O)NC(C(C(=O)O)OCC)=O)C=CC=C3)C=CC=C2 (N—[(S)-5-(2-benzyloxy-ethyl)-6-oxo-6,7-dihydro-5H-dibenzo[b,d]azepin-7-yl]-2-ethoxy-malonamic acid), FC(CN)(C(F)(F)F)F (2,2,3,3,3-pentafluoropropylamine). Product: C(C1=CC=CC=C1)OCCN1C2=C(C3=C([C@@H](C1=O)NC(C(C(=O)NCC(C(F)(F)F)(F)F)OCC)=O)C=CC=C3)C=CC=C2 (N—[(S)-5-(2-Benzyloxy-ethyl)-6-oxo-6,7-dihydro-5H-dibenzo[b,d]azepin-7-yl]-2-ethoxy-N′-(2,2,3,3,3-pentafluoro-propyl)-malonamide). Reaction SMILES: [CH2:1]([O:8][CH2:9][CH2:10][N:11]1[C:17](=[O:18])[C@@H:16]([NH:19][C:20](=[O:28])[CH:21]([O:25][CH2:26][CH3:27])[C:22]([OH:24])=O)[C:15]2[CH:29]=[CH:30][CH:31]=[CH:32][C:14]=2[C:13]2[CH:33]=[CH:34][CH:35]=[CH:36][C:12]1=2)[C:2]1[CH:7]=[CH:6][CH:5]=[CH:4][CH:3]=1.[F:37][C:38]([F:45])([C:41]([F:44])([F:43])[F:42])[CH2:39][NH2:40]>>[CH2:1]([O:8][CH2:9][CH2:10][N:11]1[C:17](=[O:18])[C@@H:16]([NH:19][C:20](=[O:28])[CH:21]([O:25][CH2:26][CH3:27])[C:22]([NH:40][CH2:39][C:38]([F:45])([F:37])[C:41]([F:44])([F:43])[F:42])=[O:24])[C:15]2[CH:29]=[CH:30][CH:31]=[CH:32][C:14]=2[C:13]2[CH:33]=[CH:34][CH:35]=[CH:36][C:12]1=2)[C:2]1[CH:7]=[CH:6][CH:5]=[CH:4][CH:3]=1. Reported procedure: Using N—[(S)-5-(2-benzyloxy-ethyl)-6-oxo-6,7-dihydro-5H-dibenzo[b,d]azepin-7-yl]-2-ethoxy-malonamic acid and 2,2,3,3,3-pentafluoropropylamine, the title compound was prepared in the same manner as described for example 1c. White solid. (82%). MS: m/e=620(M+H+). As a reaction SMILES: [Cl:1][C:2]1[CH:3]=[C:4]([N:10]([CH2:16][CH:17]2[CH2:19][CH2:18]2)[C@H:11]([C:13]([OH:15])=O)[CH3:12])[CH:5]=[CH:6][C:7]=1[C:8]#[N:9].[CH2:20]([NH2:22])[CH3:21]>>[Cl:1][C:2]1[CH:3]=[C:4]([N:10]([CH2:16][CH:17]2[CH2:19][CH2:18]2)[C@H:11]([C:13]([NH:22][CH2:20][CH3:21])=[O:15])[CH3:12])[CH:5]=[CH:6][C:7]=1[C:8]#[N:9]. The product is ClC=1C=C(C=CC1C#N)N([C@@H](C)C(=O)NCC)CC1CC1 (N2-(3-Chloro-4-cyanophenyl)-N2-(cyclopropylmethyl)-N1-ethylalaninamide). The reactants are ClC=1C=C(C=CC1C#N)N([C@@H](C)C(=O)O)CC1CC1 (N-(3-chloro-4-cyanophenyl)-N-(cyclopropylmethyl)alanine), C(C)N (ethylamine). Procedure details: Synthesized in a manner similar to example 3 using N-(3-chloro-4-cyanophenyl)-N-(cyclopropylmethyl)alanine and ethylamine: MS (ES) m/z 306 (M+1). The reactants are [OH-].[Na+] (NaOH), C(C)(C)C1=C(C(=CC=C1)C(C)C)\N=C\C1=CC=CC(=N1)C1=C(CN(C(OC(C)(C)C)=O)C2=CC=CC=C2)C=CC=C1 ((E)-tert-Butyl 2-(6-((2,6-diisopropylphenylimino)methyl)pyridin-2-yl)benzyl(phenyl)carbamate), FC(C(=O)O)(F)F (Trifluoroacetic acid), [BH3-]C#N.[Na+] (NaBH3CN), [BH3-]C#N.[Na+] (NaBH3CN). The reagents and catalysts are C(=O)O (formic acid). Run in CO (Methanol). Yields the product C(C)(C)C1=C(NCC2=NC(=CC=C2)C2=C(C=CC=C2)CNC2=CC=CC=C2)C(=CC=C1)C(C)C (2,6-Diisopropyl-N-((6-(2-((phenylamino)methyl)phenyl)pyridin-2-yl)methyl)aniline). Reaction SMILES: [CH:1]([C:4]1[CH:9]=[CH:8][CH:7]=[C:6]([CH:10]([CH3:12])[CH3:11])[C:5]=1/[N:13]=[CH:14]/[C:15]1[N:20]=[C:19]([C:21]2[CH:41]=[CH:40][CH:39]=[CH:38][C:22]=2[CH2:23][N:24]([C:32]2[CH:37]=[CH:36][CH:35]=[CH:34][CH:33]=2)C(=O)OC(C)(C)C)[CH:18]=[CH:17][CH:16]=1)([CH3:3])[CH3:2].[BH3-]C#N.[Na+].FC(F)(F)C(O)=O.[OH-].[Na+]>C(O)=O.CO>[CH:10]([C:6]1[CH:7]=[CH:8][CH:9]=[C:4]([CH:1]([CH3:3])[CH3:2])[C:5]=1[NH:13][CH2:14][C:15]1[CH:16]=[CH:17][CH:18]=[C:19]([C:21]2[CH:41]=[CH:40][CH:39]=[CH:38][C:22]=2[CH2:23][NH:24][C:32]2[CH:33]=[CH:34][CH:35]=[CH:36][CH:37]=2)[N:20]=1)([CH3:12])[CH3:11] |f:1.2,4.5|. Reported procedure: Methanol (40 mL) and (E)-tert-butyl 2-(6-((2,6-diisopropylphenylimino)methyl)pyridin-2-yl)benzyl(phenyl)carbamate (12) (2.56 g (4.67 mmol) were combined to form a yellow suspension. Then some NaBH3CN (0.293 g, 4.66 mmol) was added followed by four drops of 88% formic acid. Then additional NaBH3CN (0.878 g, 14.0 mmol) was added in small portions over 5 minutes. The mixture was heated to reflux for 3 hours then evaporated to near dryness. Water (20 mL) and Et2O (40 mL) were then added followed by ... The reactants are Cl.OC1[C@H](N)[C@@H](O)[C@H](O)[C@H](O1)CO (Glucosamine hydrochloride), 3.8-M, [OH-].[Na+] (sodium hydroxide), C(C=C)(=O)Cl (acryloyl chloride), [OH-].[Na+] (sodium hydroxide), C([O-])([O-])=O.[K+].[K+] (Potassium carbonate), N(=O)[O-].[Na+] (sodium nitrite). Run in C(Cl)(Cl)Cl (chloroform), C(Cl)(Cl)Cl (chloroform). Conditions: time 30 minute. The product is C(C=C)(=O)NN[C@H]1C(O)O[C@@H]([C@H]([C@@H]1O)O)CO (N-Acrylamido-D-glucosamine). Reaction SMILES: Cl.[OH:2][CH:3]1[O:11][C@H:10]([CH2:12][OH:13])[C@@H:8]([OH:9])[C@H:6]([OH:7])[C@H:4]1[NH2:5].[OH-].[Na+].C(=O)([O-])[O-].[K+].[K+].[N:22]([O-])=O.[Na+].[C:26](Cl)(=[O:29])[CH:27]=[CH2:28]>C(Cl)(Cl)Cl>[C:26]([NH:22][NH:5][C@@H:4]1[C@@H:6]([OH:7])[C@H:8]([OH:9])[C@@H:10]([CH2:12][OH:13])[O:11][CH:3]1[OH:2])(=[O:29])[CH:27]=[CH2:28] |f:0.1,2.3,4.5.6,7.8|. Reported procedure: Another alternative monomer containing a functional group in the form of a hydroxyl group was prepared in the following manner. Glucosamine hydrochloride 10.0 g, (0.0464 moles) was added to 12 ml of 3.8-M sodium hydroxide. Potassium carbonate 0.30 g, (0.0022 moles) and sodium nitrite 0.35 g, (0.0051 moles) were then added and the mixture was stirred until a clear solution was obtained. To the clear solution was added 10-ml chloroform, and the mixture was stirred vigorously while in an ice bath. ... Reactants: C1CCNC1, Cl, [K+], O=N[O-], COc1cc(N)c(C(C)=O)cc1OC, [Na+], [OH-], O. Product: COc1cc(N=NN2CCCC2)c(C(C)=O)cc1OC. RXN SMILES: [CH2:20]1[CH2:21][CH2:22][NH:23][CH2:24]1.[ClH:15].[K+:27].[N:16]([O-:17])=[O:18].[NH2:1][c:2]1[c:3]([C:12]([CH3:13])=[O:14])[cH:4][c:5]([O:10][CH3:11])[c:6]([O:8][CH3:9])[cH:7]1.[Na+:19].[OH-:26].[OH2:25]>>[N:1]([c:2]1[c:3]([C:12]([CH3:13])=[O:14])[cH:4][c:5]([O:10][CH3:11])[c:6]([O:8][CH3:9])[cH:7]1)=[N:16][N:23]1[CH2:22][CH2:21][CH2:20][CH2:24]1. Reactants: O=C([O-])[O-], C1CCC(P(C2CCCCC2)C2CCCCC2)CC1, C1CCC(P(C2CCCCC2)C2CCCCC2)CC1, OB(O)c1ccc(F)cc1F, [K+], [K+], CN(C)C=O, O, Oc1ccc(I)cc1, [Pd]. Yields the product Oc1ccc(-c2ccc(F)cc2F)cc1. As a reaction SMILES: [C:20](=[O:21])([O-:22])[O-:23].[CH:33]1([P:34]([CH:35]2[CH2:36][CH2:37][CH2:38][CH2:39][CH2:40]2)[CH:41]2[CH2:42][CH2:43][CH2:44][CH2:45][CH2:46]2)[CH2:47][CH2:48][CH2:49][CH2:50][CH2:51]1.[CH:52]1([P:53]([CH:54]2[CH2:55][CH2:56][CH2:57][CH2:58][CH2:59]2)[CH:60]2[CH2:61][CH2:62][CH2:63][CH2:64][CH2:65]2)[CH2:66][CH2:67][CH2:68][CH2:69][CH2:70]1.[F:1][c:2]1[c:3]([B:9]([OH:10])[OH:11])[cH:4][cH:5][c:6]([F:8])[cH:7]1.[K+:24].[K+:25].[O:26]=[CH:27][N:28]([CH3:29])[CH3:30].[OH2:31].[OH:12][c:13]1[cH:14][cH:15][c:16]([I:17])[cH:18][cH:19]1.[Pd:32]>>[F:1][c:2]1[c:3](-[c:16]2[cH:15][cH:14][c:13]([OH:12])[cH:19][cH:18]2)[cH:4][cH:5][c:6]([F:8])[cH:7]1. Reactants: COC1=CC=C(CNC2=NC3=CC=C(C=C3C=C2C=O)Br)C=C1 (2-(4-methoxybenzylamino)-6-bromoquinoline-3-carbaldehyde), C(C)OP(=O)(OCC)C(C(=O)OCC)C (ethyl 2-(diethoxyphosphoryl)propanoate), N=1CCCN2C1CCCCC2 (2,3,4,6,7,8,9,10-octahydropyrimido[1,2-a]azepine), [Cl-].[Li+] (Lithium chloride). Solvent: CC#N (MeCN). Reaction conditions: time 12 hour. Yields the product COC1=CC=C(CNC2=NC3=CC=C(C=C3C=C2/C=C(/C(=O)OCC)\C)Br)C=C1 ((E)-ethyl 3-(2-(4-methoxybenzylamino)-6-bromoquinolin-3-yl)-2-methylacrylate). RXN SMILES: [Cl-].[Li+].[CH3:3][O:4][C:5]1[CH:25]=[CH:24][C:8]([CH2:9][NH:10][C:11]2[C:20]([CH:21]=O)=[CH:19][C:18]3[C:13](=[CH:14][CH:15]=[C:16]([Br:23])[CH:17]=3)[N:12]=2)=[CH:7][CH:6]=1.C(OP([CH:34]([CH3:40])[C:35]([O:37][CH2:38][CH3:39])=[O:36])(OCC)=O)C.N1CCCN2CCCCCC=12>CC#N>[CH3:3][O:4][C:5]1[CH:25]=[CH:24][C:8]([CH2:9][NH:10][C:11]2[C:20](/[CH:21]=[C:34](\[CH3:40])/[C:35]([O:37][CH2:38][CH3:39])=[O:36])=[CH:19][C:18]3[C:13](=[CH:14][CH:15]=[C:16]([Br:23])[CH:17]=3)[N:12]=2)=[CH:7][CH:6]=1 |f:0.1|. Reported procedure: Lithium chloride (2.41 g, 56.7 mmol) is stirred 4 h in MeCN (300 mL). To the cloudy solution was added 2-(4-methoxybenzylamino)-6-bromoquinoline-3-carbaldehyde 7 (10.5 g, 28.4 mmol, prepared as in scheme II), ethyl 2-(diethoxyphosphoryl)propanoate (7.4 L, 34.0 mmol) and 2,3,4,6,7,8,9,10-octahydropyrimido[1,2-a]azepine (4.3 ml, 28.4 mmol) and the reaction is stirred 12 h. The reaction is partitioned between 10% sodium carbonate solution and EtOAc. The aqueous layer is extracted with EtOAc and the... Yields the product CN(C(=O)N(C)C1CN(C(=O)c2ccc(-n3ccnc3)cc2)CC1c1ccc(F)cc1)c1cc(C(F)(F)F)cc(C(F)(F)F)c1. Reaction SMILES: [ClH:1].[F:2][C:3]([c:4]1[cH:5][c:6]([N:14]([C:15](=[O:16])[N:17]([CH3:18])[CH:19]2[CH2:20][NH:21][CH2:22][CH:23]2[c:24]2[cH:25][cH:26][c:27]([F:30])[cH:28][cH:29]2)[CH3:31])[cH:7][c:8]([C:10]([F:11])([F:12])[F:13])[cH:9]1)([F:32])[F:33].[n:34]1(-[c:39]2[cH:40][cH:41][c:42]([C:43](=[O:44])[OH:45])[cH:46][cH:47]2)[cH:35][n:36][cH:37][cH:38]1>>[F:2][C:3]([c:4]1[cH:5][c:6]([N:14]([C:15](=[O:16])[N:17]([CH3:18])[CH:19]2[CH2:20][N:21]([C:43]([c:42]3[cH:41][cH:40][c:39](-[n:34]4[cH:35][n:36][cH:37][cH:38]4)[cH:47][cH:46]3)=[O:44])[CH2:22][CH:23]2[c:24]2[cH:25][cH:26][c:27]([F:30])[cH:28][cH:29]2)[CH3:31])[cH:7][c:8]([C:10]([F:11])([F:12])[F:13])[cH:9]1)([F:32])[F:33]. The reactants are Cl, CN(C(=O)N(C)C1CNCC1c1ccc(F)cc1)c1cc(C(F)(F)F)cc(C(F)(F)F)c1, O=C(O)c1ccc(-n2ccnc2)cc1.